This data is from the Open Reaction Database (ORD), a public repository of structured organic reaction records. The task is: describe an organic reaction: reactants, conditions, products, and yield Starting materials: 29.7, ClC=1C=C(C=CC1C(C1=CC=CS1)=O)C(C(=O)OCC)(C(=O)OCC)C (diethyl 2-[3-chloro-4-(2-thenoyl)phenyl]-2-methylmalonate), [OH-].[Na+] (sodium hydroxide). Product: ClC=1C=C(C(C(=O)O)C)C=CC1C(C1=CC=CS1)=O (3-chloro-4-(2-thenoyl)hydratropic acid). As a reaction SMILES: [Cl:1][C:2]1[CH:3]=[C:4]([C:15](C)([C:21](OCC)=O)[C:16]([O:18]CC)=[O:17])[CH:5]=[CH:6][C:7]=1[C:8](=[O:14])[C:9]1[S:13][CH:12]=[CH:11][CH:10]=1.[OH-].[Na+]>>[Cl:1][C:2]1[CH:3]=[C:4]([CH:5]=[CH:6][C:7]=1[C:8](=[O:14])[C:9]1[S:13][CH:12]=[CH:11][CH:10]=1)[CH:15]([CH3:21])[C:16]([OH:18])=[O:17] |f:1.2|. Procedure details: A mixture of 29.7 parts of diethyl 2-[3-chloro-4-(2-thenoyl)phenyl]-2-methylmalonate and 200 parts of sodium hydroxide solution 5% is stirred and refluxed for 5 hours. The reaction mixture is cooled and washed twice with 80 parts of benzene. The aqueous phase is acidified with concentrated hydrochloric acid solution and the product is extracted with chloroform. The extract is dried, filtered and evaporated. The oily residue is dissolved in 160 parts of ether. This solution is stirred with activa... The reactants are ClC1=CC=C(C=C1)C=1OC(=C(N1)CC(=O)OC)OC1=C(C=CC(=C1)C)C (Methyl 2-p-chlorophenyl-5-(2,5-dimethylphenoxy)-4-oxazoleacetate), aqueous solution, [OH-].[Na+] (sodium hydroxide). Run in CC(=O)C (acetone). Conditions: time 3.5 hour. The product is ClC1=CC=C(C=C1)C=1OC(=C(N1)CC(=O)O)OC1=C(C=CC(=C1)C)C (2-p-Chlorophenyl-5-(2,5-dimethylphenoxy)-4-oxazoleacetic acid). The yield is 72.3%. As a reaction SMILES: [Cl:1][C:2]1[CH:7]=[CH:6][C:5]([C:8]2[O:9][C:10]([O:18][C:19]3[CH:24]=[C:23]([CH3:25])[CH:22]=[CH:21][C:20]=3[CH3:26])=[C:11]([CH2:13][C:14]([O:16]C)=[O:15])[N:12]=2)=[CH:4][CH:3]=1.[OH-].[Na+]>CC(C)=O>[Cl:1][C:2]1[CH:7]=[CH:6][C:5]([C:8]2[O:9][C:10]([O:18][C:19]3[CH:24]=[C:23]([CH3:25])[CH:22]=[CH:21][C:20]=3[CH3:26])=[C:11]([CH2:13][C:14]([OH:16])=[O:15])[N:12]=2)=[CH:4][CH:3]=1 |f:1.2|. Reported procedure: To a stirred solution of 13 g of methyl 2-p-chlorophenyl-5-(2,5-dimethylphenoxy)-4-oxazoleacetate prepared in Example 4 in 150 ml of acetone at room temperature was dropwise added a 15 ml aqueous solution of 2.0 g of sodium hydroxide. The mixture was further stirred for 3.5 hours. After the solvent was evaporated under reduced pressure, water was added to the remaining aqueous solution. The resulting solution was cooled and acidified to pH 3 with hydrochloric acid. The crystalline precipitate wa... The reactants are COCCS(=O)(=O)c1ccc(B(O)O)cc1, [Na+], [Na+], O=C([O-])[O-], C1COCCO1, Cl[Pd]Cl, Cc1ccc(S(=O)(=O)OC(=CC(C)C)c2cc3cc(F)cnc3n2S(=O)(=O)c2ccccc2)cc1, c1ccc(P(c2ccccc2)c2ccccc2)cc1, c1ccc(P(c2ccccc2)c2ccccc2)cc1. RXN SMILES: [CH3:36][O:37][CH2:38][CH2:39][S:40](=[O:41])(=[O:42])[c:43]1[cH:44][cH:45][c:46]([B:49]([OH:50])[OH:51])[cH:47][cH:48]1.[Na+:52].[Na+:53].[O-:54][C:55](=[O:56])[O-:57].[O:58]1[CH2:59][CH2:60][O:61][CH2:62][CH2:63]1.[Pd:64]([Cl:65])[Cl:66].[c:1]1([S:7](=[O:8])(=[O:9])[n:10]2[c:11]([C:20](=[CH:21][CH:22]([CH3:23])[CH3:24])[O:25][S:26]([c:27]3[cH:28][cH:29][c:30]([CH3:31])[cH:32][cH:33]3)(=[O:34])=[O:35])[cH:12][c:13]3[c:14]2[n:15][cH:16][c:17]([F:19])[cH:18]3)[cH:2][cH:3][cH:4][cH:5][cH:6]1.[c:67]1([P:68]([c:69]2[cH:70][cH:71][cH:72][cH:73][cH:74]2)[c:75]2[cH:76][cH:77][cH:78][cH:79][cH:80]2)[cH:81][cH:82][cH:83][cH:84][cH:85]1.[c:86]1([P:87]([c:88]2[cH:89][cH:90][cH:91][cH:92][cH:93]2)[c:94]2[cH:95][cH:96][cH:97][cH:98][cH:99]2)[cH:100][cH:101][cH:102][cH:103][cH:104]1>>[c:1]1([S:7](=[O:8])(=[O:9])[n:10]2[c:11]([C:20](=[CH:21][CH:22]([CH3:23])[CH3:24])[c:46]3[cH:45][cH:44][c:43]([S:40]([CH2:39][CH2:38][O:37][CH3:36])(=[O:41])=[O:42])[cH:48][cH:47]3)[cH:12][c:13]3[c:14]2[n:15][cH:16][c:17]([F:19])[cH:18]3)[cH:2][cH:3][cH:4][cH:5][cH:6]1. The product is COCCS(=O)(=O)c1ccc(C(=CC(C)C)c2cc3cc(F)cnc3n2S(=O)(=O)c2ccccc2)cc1. Yields the product N1=CC(=CC=C1)\C=C(/C#N)\C1=CNC2=CC=C(C=C12)C1=CC(=C(C(=C1)OC)OC)OC ((Z)-3-(pyridin-3-yl)-2-(5-(3,4,5-trimethoxyphenyl)-1H-indol-3-yl)-acrylonitrile). The reactants are COC=1C=C(C=C(C1OC)OC)B(O)O (3,4,5-trimethoxyphenylboronic acid), BrC=1C=C2C(=CNC2=CC1)/C(/C#N)=C/C=1C=NC=CC1 ((Z)-2-(5-bromo-1H-indol-3-yl)-3-pyridin-3-yl-acrylonitrile), C1CCOC1 (THF), compound ( 38 ), [O-]P(=O)([O-])[O-].[K+].[K+].[K+] (K3PO4). Conditions: temperature 50 celsius. The reagents and catalysts are C1=CC=C(C=C1)P([C-]2C=CC=C2)C3=CC=CC=C3.C1=CC=C(C=C1)P([C-]2C=CC=C2)C3=CC=CC=C3.Cl[Pd]Cl.[Fe+2] (PdCl2(dppf)). Solvent: C(C)OCC (diethyl ether). As a reaction SMILES: Br[C:2]1[CH:3]=[C:4]2[C:8](=[CH:9][CH:10]=1)[NH:7][CH:6]=[C:5]2/[C:11](=[CH:14]/[C:15]1[CH:16]=[N:17][CH:18]=[CH:19][CH:20]=1)/[C:12]#[N:13].C1COCC1.[O-]P([O-])([O-])=O.[K+].[K+].[K+].[CH3:34][O:35][C:36]1[CH:37]=[C:38](B(O)O)[CH:39]=[C:40]([O:44][CH3:45])[C:41]=1[O:42][CH3:43]>C1C=CC(P(C2C=CC=CC=2)[C-]2C=CC=C2)=CC=1.C1C=CC(P(C2C=CC=CC=2)[C-]2C=CC=C2)=CC=1.Cl[Pd]Cl.[Fe+2].C(OCC)C>[N:17]1[CH:18]=[CH:19][CH:20]=[C:15](/[CH:14]=[C:11](/[C:5]2[C:4]3[C:8](=[CH:9][CH:10]=[C:2]([C:38]4[CH:39]=[C:40]([O:44][CH3:45])[C:41]([O:42][CH3:43])=[C:36]([O:35][CH3:34])[CH:37]=4)[CH:3]=3)[NH:7][CH:6]=2)\[C:12]#[N:13])[CH:16]=1 |f:2.3.4.5,7.8.9.10|. Procedure details: To a solution of (Z)-2-(5-bromo-1H-indol-3-yl)-3-pyridin-3-yl-acrylonitrile (180 mg, 0.56 mmol, 1.0 eq.) in anhydrous and degazed THF (6.0 mL) were added, under an argon atmosphere, K3PO4 (236 mg, 1.11 mmol, 2.0 eq.), PdCl2(dppf)*CH2Cl2 (41 mg, 0.056 mmol, 0.1 eq.) and 3,4,5-trimethoxyphenylboronic acid (235 mg, 1.11 mmol, 2.0 eq.). The reaction apparatus was protected from light and the mixture was heated at 50° C. for 16 hours, and then, quenched with a saturated aqueous ammonium chloride solu... Starting materials: C(C)(C)(C)OC(CN1C(N(C2=C1C=CC=C2)CC2=NC1=C(N2CCC(C)C)C=CC(=C1)C(N)=N)=O)=O ({3-[5-carbamimidoyl-1-(3-methyl-butyl)-1H-benzoimidazol-2-ylmethyl]-2-oxo-2,3-dihydro-benzoimidazol-1-yl}-acetic acid tert-butyl ester), ONC(=N)C1=CC2=C(N(N=N2)CC2=NC3=C(N2CCC(C)C)C=CC(=C3)C(NO)=N)C=C1 (N-hydroxy-1-[5-(N-hydroxycarbamimidoyl)-1-(3-methyl-butyl)-1H-benzoimidazol-2-ylmethyl]-1H-benzotriazole-5-carboxamidine). Product: C(N)(=N)C1=CC2=C(N(C(=N2)CN2N=NC3=C2C=CC(=C3)C(=N)N)CCC(C)C)C=C1 (1-[5-Carbamimidoyl-1-(3-methyl-butyl)-1H-benzoimidazol-2-ylmethyl]-1H-benzotriazole-5-carboxamidine). As a reaction SMILES: C(OC(=O)CN1C2C=CC=CC=2N(CC2N(CCC(C)C)C3C=CC(C(=N)N)=CC=3N=2)C1=O)(C)(C)C.O[NH:38][C:39]([C:41]1[CH:68]=[CH:67][C:44]2[N:45]([CH2:48][C:49]3[N:53]([CH2:54][CH2:55][CH:56]([CH3:58])[CH3:57])[C:52]4[CH:59]=[CH:60][C:61]([C:63](=[NH:66])[NH:64]O)=[CH:62][C:51]=4[N:50]=3)[N:46]=[N:47][C:43]=2[CH:42]=1)=[NH:40]>>[C:63]([C:61]1[CH:60]=[CH:59][C:52]2[N:53]([CH2:54][CH2:55][CH:56]([CH3:57])[CH3:58])[C:49]([CH2:48][N:45]3[C:44]4[CH:67]=[CH:68][C:41]([C:39]([NH2:40])=[NH:38])=[CH:42][C:43]=4[N:47]=[N:46]3)=[N:50][C:51]=2[CH:62]=1)(=[NH:64])[NH2:66]. Reported procedure: 1-[5-Carbamimidoyl-1-(3-methyl-butyl)-1H-benzoimidazol-2-ylmethyl]-1H-benzotriazole-5-carboxamidine was prepared as described for {3-[5-carbamimidoyl-1-(3-methyl-butyl)-1H-benzoimidazol-2-ylmethyl]-2-oxo-2,3-dihydro-benzoimidazol-1-yl}-acetic acid tert-butyl ester using N-hydroxy-1-[5-(N-hydroxycarbamimidoyl)-1-(3-methyl-butyl)-1H-benzoimidazol-2-ylmethyl]-1H-benzotriazole-5-carboxamidine. Starting materials: ClCCl, O=C(OO)c1cccc(Cl)c1, Clc1ccc2c(c1)C(c1ccccc1)=NCC=C2. The product is [O-][N+]1=C(c2ccccc2)c2cc(Cl)ccc2C=CC1. Reaction SMILES: [CH2:30]([Cl:31])[Cl:32].[Cl:19][c:20]1[cH:21][cH:22][cH:23][c:24]([C:25]([O:26][OH:28])=[O:27])[cH:29]1.[Cl:1][c:2]1[cH:3][c:4]2[c:5]([cH:17][cH:18]1)[CH:6]=[CH:7][CH2:8][N:9]=[C:10]2[c:11]1[cH:12][cH:13][cH:14][cH:15][cH:16]1>>[Cl:1][c:2]1[cH:3][c:4]2[c:5]([cH:17][cH:18]1)[CH:6]=[CH:7][CH2:8][N+:9]([O-:27])=[C:10]2[c:11]1[cH:12][cH:13][cH:14][cH:15][cH:16]1.